From a dataset of the Open Reaction Database (ORD), a public repository of structured organic reaction records. describe an organic reaction: reactants, conditions, products, and yield As a reaction SMILES: [F:1][C:2]1[CH:7]=[CH:6][C:5]([F:8])=[CH:4][C:3]=1[C:9]1([C:12](Cl)=[O:13])[CH2:11][CH2:10]1.[NH2:15][C:16]1[N:21]([C:22]2[CH:27]=[CH:26][C:25]([NH2:28])=[CH:24][CH:23]=2)[CH2:20][N:19]=[C:18]2[O:29][CH:30]=[CH:31][C:17]=12>>[NH2:15][C:16]1[N:21]([C:22]2[CH:23]=[CH:24][C:25]([NH:28][C:12]([C:9]3([C:3]4[CH:4]=[C:5]([F:8])[CH:6]=[CH:7][C:2]=4[F:1])[CH2:11][CH2:10]3)=[O:13])=[CH:26][CH:27]=2)[CH2:20][N:19]=[C:18]2[O:29][CH:30]=[CH:31][C:17]=12. Yields the product NC1=C2C(=NCN1C1=CC=C(C=C1)NC(=O)C1(CC1)C1=C(C=CC(=C1)F)F)OC=C2 (4-Amino-3-(4-((1-(2,5-difluorophenyl)-cyclopropanecarbonyl)amino)phenyl)furo[2,3-d]pyrimidine). Procedure details: The compound was prepared following the procedure described in Example 474, using 1-(2,5-Difluoro-phenyl)-cyclopropanecarbonyl chloride as the acid chloride of choice, and 4-Amino-3-(4-aminophenyl)furo[2,3-d]pyrimidine (9) as the diamine of choice. MS(ES) m/e 407 [M+H]+. Starting materials: FC1=C(C=C(C=C1)F)C1(CC1)C(=O)Cl (1-(2,5-Difluoro-phenyl)-cyclopropanecarbonyl chloride), diamine, acid chloride, NC1=C2C(=NCN1C1=CC=C(C=C1)N)OC=C2 (4-Amino-3-(4-aminophenyl)furo[2,3-d]pyrimidine). Starting materials: C1(=CC=CC=C1)CCCCCC(=O)O (6-phenylhexanoic acid), B (borane), B (borane). The solvent is O1CCCC1 (tetrahydrofuran), O1CCCC1 (tetrahydrofuran). Run at time 1.5 hour. Product: C1(=CC=CC=C1)CCCCCCO (6-phenylhexanol). RXN SMILES: B.[C:2]1([CH2:8][CH2:9][CH2:10][CH2:11][CH2:12][C:13](O)=[O:14])[CH:7]=[CH:6][CH:5]=[CH:4][CH:3]=1>O1CCCC1>[C:2]1([CH2:8][CH2:9][CH2:10][CH2:11][CH2:12][CH2:13][OH:14])[CH:7]=[CH:6][CH:5]=[CH:4][CH:3]=1. Procedure: To 100 ml. of 1 molar borane in tetrahydrofuran cooled in an ice bath is added 19.2 g. of 6-phenylhexanoic acid over a period of 30 minutes. The solution is stirred for 1.5 hours and an additional 100 ml. of 1 molar borane in tetrahydrofuran is added. After stirring overnight at room temperature the reaction mixture is poured into 500 g. of ice. The mixture is extracted with ether, the extracts washed with water, dried over magnesium sulfate and concentrated under reduced pressure to give 6-phen... The reactants are [Li+].[Cl-] (LiCl), C(C)(C)(C)OC(=O)[C@H](CN(C1=NN=C(S1)C=1C=CC(=C(C1)C(C(=O)OCC)C(=O)OCC)[N+](=O)[O-])C(=O)OC(C)(C)C)CC1=CC=C(C=C1)C(F)(F)F (diethyl 2-(5-(5-((S)-2-(tert-butoxycarbonyl)-3-(4-(trifluoromethyl)phenyl)propyl-boc-amino)-1,3,4-thiadiazol-2-yl)-2-nitrophenyl)malonate), [Cl-].[Li+] (lithium chloride), O (water), CS(=O)C (DMSO). Solvent: [Cl-].[Na+].O (brine), CCOC(=O)C (EtOAc). Reaction conditions: temperature 100 celsius, time 3 hour. Product: C(C)(C)(C)OC(=O)N(C1=NN=C(S1)C=1C=CC(=C(C1)CC(=O)OCC)[N+](=O)[O-])C[C@H](CC1=CC=C(C=C1)C(F)(F)F)NC(=O)OC(C)(C)C (Ethyl (5-(5-((tert-butoxycarbonyl)((2S)-2-((tert-butoxycarbonyl)amino)-3-(4-(trifluoromethyl)phenyl)propyl)amino)-1,3,4-thiadiazol-2-yl)-2-nitrophenyl)acetate). As a reaction SMILES: C(OC([C@@H:8]([CH2:43][C:44]1[CH:49]=[CH:48][C:47]([C:50]([F:53])([F:52])[F:51])=[CH:46][CH:45]=1)[CH2:9][N:10]([C:36]([O:38][C:39]([CH3:42])([CH3:41])[CH3:40])=[O:37])[C:11]1[S:15][C:14]([C:16]2[CH:17]=[CH:18][C:19]([N+:33]([O-:35])=[O:34])=[C:20]([CH:22](C(OCC)=O)[C:23]([O:25][CH2:26][CH3:27])=[O:24])[CH:21]=2)=[N:13][N:12]=1)=O)(C)(C)C.[Cl-].[Li+].[OH2:56].CS(C)=O>[Cl-].[Na+].O.CCOC(C)=O>[C:39]([O:38][C:36]([N:10]([CH2:9][C@@H:8]([NH:10][C:36]([O:38][C:39]([CH3:42])([CH3:41])[CH3:40])=[O:56])[CH2:43][C:44]1[CH:45]=[CH:46][C:47]([C:50]([F:52])([F:53])[F:51])=[CH:48][CH:49]=1)[C:11]1[S:15][C:14]([C:16]2[CH:17]=[CH:18][C:19]([N+:33]([O-:35])=[O:34])=[C:20]([CH2:22][C:23]([O:25][CH2:26][CH3:27])=[O:24])[CH:21]=2)=[N:13][N:12]=1)=[O:37])([CH3:41])([CH3:42])[CH3:40] |f:1.2,5.6.7|. Procedure: To a 500 mL round bottom flask was added diethyl 2-(5-(5-((S)-2-(tert-butoxycarbonyl)-3-(4-(trifluoromethyl)phenyl)propyl-boc-amino)-1,3,4-thiadiazol-2-yl)-2-nitrophenyl)malonate (3.60 g, 4.60 mmol), lithium chloride (0.390 g, 9.21 mmol), distilled water (0.0830 g, 4.60 mmol) and 50 mL DMSO. The reaction mixture was heated to 100° C. and stirred at this temperature for 3 hours. LC-MS indicated the reaction was not complete. Another 4 equivalents of LiCl was added. The reaction mixture was stirre... The reactants are amine, S(=O)(=O)(O)C1=C(C(=O)NC=2N(C=CN2)[C@@H](C(=O)O)CCCCCC)C=CC=C1 ((R)-[(2-sulfobenzoyl)amino-1H-imidazol-1-yl]-octanoic acid), OC1=CC=CC=2NN=NC21 (hydroxybenzotriazole), C1(CCCCC1)N=C=NC1CCCCC1 (dicyclohexylcarbodiimide). The solvent is CN(C)C=O (DMF). Run at temperature 0 celsius, time 48 hour. Yields the product COC([C@H]1NCCC1)=O (L-proline methyl ester). As a reaction SMILES: S(C1C=CC=CC=1C(NC1[N:11]([C@H:15]([CH2:19][CH2:20][CH2:21]CCC)[C:16]([OH:18])=[O:17])C=CN=1)=O)(O)(=O)=O.O[C:30]1C2N=NNC=2C=CC=1.C1(N=C=NC2CCCCC2)CCCCC1>CN(C=O)C>[CH3:30][O:18][C:16](=[O:17])[C@@H:15]1[CH2:19][CH2:20][CH2:21][NH:11]1. Reported procedure: To a solution of the above amine in 10 mL of anhydrous DMF was added (R)-[(2-sulfobenzoyl)amino-1H-imidazol-1-yl]-octanoic acid (1.00 g, 2.45 mmol) and hydroxybenzotriazole (0.37 g, 2.77 mmol). This mixture was cooled to 0° C., and then treated with dicyclohexylcarbodiimide (0.56 g, 2.70 mmol). The resulting solution was warmed to room temperature and stirred for 48 hours. After removal of dicyclohexylurea by filtration, the filtrate was diluted with 100 mL of ethyl acetate and washed several ti...